Dataset: the Open Reaction Database (ORD), a public repository of structured organic reaction records. Task: describe an organic reaction: reactants, conditions, products, and yield Starting materials: [N+](=O)([O-])C=1N(C=CN1)CC(CNCCO)O (1-(2-nitro-1-imidazolyl)-3-(2-hydroxyethylamino)-2-propanol), [Br-].C[S+](Br)C (dimethylbromo-sulphonium bromide). The reagents and catalysts are [Ag] (Silver), [Ag] (Silver). Solvent: CN(C=O)C (N,N-dimethylformamide). Conditions: temperature 50 celsius, time 12 hour. Yields the product Br.[N+](=O)([O-])C=1N(C=CN1)CC(CNCCBr)O (1-(2-Nitro-1-imidazolyl)-3-(2-bromoethylamino)-2-propanol hydrobromide). Isolated yield 18.2%. RXN SMILES: [N+:1]([C:4]1[N:5]([CH2:9][CH:10]([OH:16])[CH2:11][NH:12][CH2:13][CH2:14]O)[CH:6]=[CH:7][N:8]=1)([O-:3])=[O:2].[Br-:17].C[S+](C)[Br:20]>CN(C)C=O.[Ag]>[BrH:20].[N+:1]([C:4]1[N:5]([CH2:9][CH:10]([OH:16])[CH2:11][NH:12][CH2:13][CH2:14][Br:17])[CH:6]=[CH:7][N:8]=1)([O-:3])=[O:2] |f:1.2,5.6|. Reported procedure: A mixture containing 1-(2-nitro-1-imidazolyl)-3-(2-hydroxyethylamino)-2-propanol (RSU-1137) prepared as described by Silver et al. [Silver, A. R. J., McNeil, S. S., O'Neill, P., Jenkins, T. C. and Ahmed, I., Biochemical Pharmacology 1986 35 3923-3928] (2.30 g, 10.0 mmol) and dimethylbromo-sulphonium bromide (2.22 g, 10.0 mmol) prepared by the method of Furukawa et al. [Furukawa, N., Inoue, T., Aida, T. and Oae, S., J. Chem. Soc. Chem. Commun. 1973 212] in N,N-dimethylformamide (20 cm3) was stirr... Reactants: CO, CCO, [H][H], O, C=CCC(CC1CC2CCN1CC2)(c1ccccc1)c1ccccc1. The product is CCCC(CC1CC2CCN1CC2)(c1ccccc1)c1ccccc1. As a reaction SMILES: [CH3:29][OH:30].[CH3:31][CH2:32][OH:33].[H:26][H:27].[OH2:28].[c:1]1([C:7]([CH2:8][CH:9]2[N:10]3[CH2:11][CH2:12][CH:13]([CH2:14]2)[CH2:15][CH2:16]3)([CH2:17][CH:18]=[CH2:19])[c:20]2[cH:21][cH:22][cH:23][cH:24][cH:25]2)[cH:2][cH:3][cH:4][cH:5][cH:6]1>>[c:1]1([C:7]([CH2:8][CH:9]2[N:10]3[CH2:11][CH2:12][CH:13]([CH2:14]2)[CH2:15][CH2:16]3)([CH2:17][CH2:18][CH3:19])[c:20]2[cH:21][cH:22][cH:23][cH:24][cH:25]2)[cH:2][cH:3][cH:4][cH:5][cH:6]1. The reactants are ClC1=C(C(=CC(=C1)OC)Cl)C1=C(NN=C1C)N (4-(2,6-dichloro-4-methoxy-phenyl)-5-methyl-2H-pyrazol-3-ylamine), C(CC(=O)C)(=O)OC (methyl acetoacetate). The solvent is C(C)OCC (diethyl ether), C(C)(=O)O (acetic acid). The product is ClC1=C(C(=CC(=C1)OC)Cl)C=1C(=NN2C1NC=CC2=O)C (3-(2,6-Dichloro-4-methoxy-phenyl)-2-methyl-4H-pyrazolo[1,5-a]pyrimidin-7-one). Yield: 77.0%. As a reaction SMILES: [Cl:1][C:2]1[CH:7]=[C:6]([O:8][CH3:9])[CH:5]=[C:4]([Cl:10])[C:3]=1[C:11]1[C:15]([CH3:16])=[N:14][NH:13][C:12]=1[NH2:17].[C:18](OC)(=O)[CH2:19][C:20](C)=[O:21]>C(O)(=O)C.C(OCC)C>[Cl:10][C:4]1[CH:5]=[C:6]([O:8][CH3:9])[CH:7]=[C:2]([Cl:1])[C:3]=1[C:11]1[C:15]([CH3:16])=[N:14][N:13]2[C:20](=[O:21])[CH:19]=[CH:18][NH:17][C:12]=12. Procedure: To a solution of 4-(2,6-dichloro-4-methoxy-phenyl)-5-methyl-2H-pyrazol-3-ylamine (10.1 g, 39 mmol) in acetic acid (17 mL) was added methyl acetoacetate. After the mixture was heated at reflux for 3 hours it was cooled and then diluted with diethyl ether (50 mL) to generate a colorless precipitate. The solid was collected by vacuum filtration and washed with additional ether to afford the title compound as a colorless solid (10.3 g, 77%): +APcI MS (M+1)+338; 1H NMR (methanol-d4) δ: 7.14 (s, 2H), ... Starting materials: BrC1=C2C(=CNC2=C(C=C1)F)CC=O ((4-bromo-7-fluoro-1H-indol-3-yl)-acetaldehyde), C[Mg+].[Br-] (MeMgBr). The solvent is C1CCOC1 (THF). Run at time 8 hour. Product: BrC1=C2C(=CNC2=C(C=C1)F)CC(C)O (1-(4-Bromo-7-fluoro-1H-indol-3-yl)-propan-2-ol). The yield is 41.5%. As a reaction SMILES: [Br:1][C:2]1[CH:10]=[CH:9][C:8]([F:11])=[C:7]2[C:3]=1[C:4]([CH2:12][CH:13]=[O:14])=[CH:5][NH:6]2.[CH3:15][Mg+].[Br-]>C1COCC1>[Br:1][C:2]1[CH:10]=[CH:9][C:8]([F:11])=[C:7]2[C:3]=1[C:4]([CH2:12][CH:13]([OH:14])[CH3:15])=[CH:5][NH:6]2 |f:1.2|. Reported procedure: To a solution of (4-bromo-7-fluoro-1H-indol-3-yl)-acetaldehyde (358 mg, 1.40 mmol) in THF (10 mL) was added a solution of MeMgBr (4.0 mL of 1.4 M in toluene-THF (75:25), 5.59 mmol) at room temperature. The mixture was stirred overnight at room temperature. The reaction mixture was quenched with H2O and extracted with EtOAc (3×20 mL). The combined organic phase was washed with brine (50 mL), dried over Na2SO4 and concentrated. The residue was purified by flash chromatography (silica, 30% EtOAc in... Starting materials: CC(C)(C)OC(=O)N1CCC(C(=O)O)CC1, CN(C(=O)c1ccc(Cl)c(C(F)(F)F)c1)C1CNCC1c1ccc(Cl)cc1. The product is CN(C(=O)c1ccc(Cl)c(C(F)(F)F)c1)C1CN(C(=O)C2CCN(C(=O)OC(C)(C)C)CC2)CC1c1ccc(Cl)cc1. RXN SMILES: [C:28]([CH3:29])([CH3:30])([CH3:31])[O:32][C:33](=[O:34])[N:35]1[CH2:36][CH2:37][CH:38]([C:41](=[O:42])[OH:43])[CH2:39][CH2:40]1.[Cl:1][c:2]1[c:3]([C:24]([F:25])([F:26])[F:27])[cH:4][c:5]([C:6](=[O:7])[N:8]([CH3:9])[CH:10]2[CH2:11][NH:12][CH2:13][CH:14]2[c:15]2[cH:16][cH:17][c:18]([Cl:21])[cH:19][cH:20]2)[cH:22][cH:23]1>>[Cl:1][c:2]1[c:3]([C:24]([F:25])([F:26])[F:27])[cH:4][c:5]([C:6](=[O:7])[N:8]([CH3:9])[CH:10]2[CH2:11][N:12]([C:41]([CH:38]3[CH2:37][CH2:36][N:35]([C:33]([O:32][C:28]([CH3:29])([CH3:30])[CH3:31])=[O:34])[CH2:40][CH2:39]3)=[O:42])[CH2:13][CH:14]2[c:15]2[cH:16][cH:17][c:18]([Cl:21])[cH:19][cH:20]2)[cH:22][cH:23]1. Reactants: ClC1=C(C(=C(C(=C1O)Cl)Cl)Cl)Cl (pentachlorophenol), [Al] (aluminum), C1C(C)O1 (propylene oxide), O=C[C@H](O)[C@@H](O)[C@H](O)[C@H](O)CO (dextrose), C1(=CC=CC=C1)OP(OC1=CC=CC=C1)OC1=CC=CC=C1 (triphenylphosphite), oxypropylated product. Reagents/catalysts: [Fe] (iron). Solvent: C(C)N(CC)CC (triethylamine). Conditions: temperature 140 celsius, time 3 hour. The product is O=C[C@H](O)[C@@H](O)[C@H](O)[C@H](O)CO.C1(=CC=CC=C1)OP(OC1=CC=CC=C1)OC1=CC=CC=C1.ClC1=C(C(=C(C(=C1O)Cl)Cl)Cl)Cl.C1C(C)O1 (Dextrose - Triphenylphosphite Pentachlorophenol Propylene Oxide). Reaction SMILES: [O:1]=[CH:2][C@@H:3]([C@H:5]([C@@H:7]([C@@H:9]([CH2:11][OH:12])[OH:10])[OH:8])[OH:6])[OH:4].[C:13]1([O:19][P:20]([O:28][C:29]2[CH:34]=[CH:33][CH:32]=[CH:31][CH:30]=2)[O:21][C:22]2[CH:27]=[CH:26][CH:25]=[CH:24][CH:23]=2)[CH:18]=[CH:17][CH:16]=[CH:15][CH:14]=1.[Cl:35][C:36]1[C:41]([OH:42])=[C:40]([Cl:43])[C:39]([Cl:44])=[C:38]([Cl:45])[C:37]=1[Cl:46].[Al].[CH2:48]1[O:51][CH:49]1[CH3:50]>[Fe].C(N(CC)CC)C>[O:1]=[CH:2][C@@H:3]([C@H:5]([C@@H:7]([C@@H:9]([CH2:11][OH:12])[OH:10])[OH:8])[OH:6])[OH:4].[C:29]1([O:28][P:20]([O:21][C:22]2[CH:27]=[CH:26][CH:25]=[CH:24][CH:23]=2)[O:19][C:13]2[CH:18]=[CH:17][CH:16]=[CH:15][CH:14]=2)[CH:34]=[CH:33][CH:32]=[CH:31][CH:30]=1.[Cl:35][C:36]1[C:41]([OH:42])=[C:40]([Cl:43])[C:39]([Cl:44])=[C:38]([Cl:45])[C:37]=1[Cl:46].[CH2:48]1[O:51][CH:49]1[CH3:50] |f:7.8.9.10|. Procedure details: A 1-liter flask, standardly equipped, was charged with 90 grams of dextrose and 85.2 grams of triphenylphosphite and heated to 140°C. 266 grams of pentachlorophenol containing about 750 ppm aluminum and iron compounds was added. Then propylene oxide was added dropwise with stirring at up to 150°C. After cooling, 4.5 grams of triethylamine was added and oxypropylation continued until the acid number was 0.3. The mixture was then stripped for 3 hours at 84° - 88° C./1 mm. Hg. The 689 grams of oxyp... Starting materials: Cl (hydrochloric acid), COC(CCCBr)=O (4-bromobutyric acid methyl ester), C([O-])([O-])=O.[K+].[K+] (potassium carbonate), FC1=C(C=CC=C1)C1=C(C2=C(N=CN=C2O[C@H]2CNCCC2)O1)C1=CC=C(C=C1)OC (6-(2-fluorophenyl)-5-(4-methoxyphenyl)-4-[(3R)-piperidin-3-yloxy]furo[2,3-d]pyrimidine). The reagents and catalysts are [I-].C(CCC)[N+](CCCC)(CCCC)CCCC (tetra-n-butylammonium iodide). The solvent is C(C)(=O)OCC (ethyl acetate), O (water), CN(C)C=O (DMF), C1CCOC1 (THF). Reaction conditions: temperature 80 celsius, time 13 hour. The product is COC(CCCN1C[C@@H](CCC1)OC=1C2=C(N=CN1)OC(=C2C2=CC=C(C=C2)OC)C2=C(C=CC=C2)F)=O (4-[(3R)-3-{[6-(2-Fluorophenyl)-5-(4-methoxyphenyl)furo[2,3-d]pyrimidin-4-yl]oxy}piperidin-1-yl]butyric acid methyl ester). RXN SMILES: C(=O)([O-])[O-].[K+].[K+].[F:7][C:8]1[CH:13]=[CH:12][CH:11]=[CH:10][C:9]=1[C:14]1[O:29][C:17]2[N:18]=[CH:19][N:20]=[C:21]([O:22][C@@H:23]3[CH2:28][CH2:27][CH2:26][NH:25][CH2:24]3)[C:16]=2[C:15]=1[C:30]1[CH:35]=[CH:34][C:33]([O:36][CH3:37])=[CH:32][CH:31]=1.[CH3:38][O:39][C:40](=[O:45])[CH2:41][CH2:42][CH2:43]Br.Cl>C1COCC1.[I-].C([N+](CCCC)(CCCC)CCCC)CCC.C(OCC)(=O)C.O.CN(C=O)C>[CH3:38][O:39][C:40](=[O:45])[CH2:41][CH2:42][CH2:43][N:25]1[CH2:26][CH2:27][CH2:28][C@@H:23]([O:22][C:21]2[C:16]3[C:15]([C:30]4[CH:31]=[CH:32][C:33]([O:36][CH3:37])=[CH:34][CH:35]=4)=[C:14]([C:9]4[CH:10]=[CH:11][CH:12]=[CH:13][C:8]=4[F:7])[O:29][C:17]=3[N:18]=[CH:19][N:20]=2)[CH2:24]1 |f:0.1.2,7.8|. Reported procedure: 411 mg (3.0 mmol) of potassium carbonate are added to a suspension of 500 mg (1.2 mmol) of 6-(2-fluorophenyl)-5-(4-methoxyphenyl)-4-[(3R)-piperidin-3-yloxy]furo[2,3-d]pyrimidine in 10 ml of THF. Then add 0.18 ml (259 mg, 1.4 mmol) of 4-bromobutyric acid methyl ester and 17 mg (0.05 mmol) of tetra-n-butylammonium iodide. Stir the reaction mixture at 80° C. for 13 hours. Then add 10 ml of DMF and again stir the mixture at 70° C. for 13 hours. After adding 10 ml each of water, 1N hydrochloric acid ... The reactants are CS(C)=O, Cc1ccnc(CCl)c1, N#C[K], O. The product is Cc1ccnc(CC#N)c1. RXN SMILES: [CH3:14][S:15](=[O:16])[CH3:17].[Cl:1][CH2:2][c:3]1[n:4][cH:5][cH:6][c:7]([CH3:9])[cH:8]1.[K:10][C:11]#[N:12].[OH2:13]>>[CH2:2]([c:3]1[n:4][cH:5][cH:6][c:7]([CH3:9])[cH:8]1)[C:11]#[N:12]. Starting materials: C(C)OC1=CC=C(\C=C/2\C(N(C(S2)=O)CCNC(C)=O)=O)C=C1 ((Z)—N-(2-(5-(4-ethoxybenzylidene)-2,4-dioxothiazolidin-3-yl)ethyl)acetamide), NCCN1C(S\C(\C1=O)=C/C1=CC=C(C=C1)OCC)=O ((Z)-3-(2-aminoethyl)-5-(4-ethoxybenzylidene)thiazolidine-2,4-dione), C(=O)(OCC1C2=CC=CC=C2C2=CC=CC=C12)Cl (Fmoc chloride), CCN(C(C)C)C(C)C (DIPEA). Product: C(C)OC1=CC=C(\C=C/2\C(N(C(S2)=O)CCNC(OCC2C3=CC=CC=C3C=3C=CC=CC23)=O)=O)C=C1 ((Z)-(9H-fluoren-9-yl)methyl (2-(5-(4-ethoxybenzylidene)-2,4-dioxothiazolidin-3-yl)ethyl)carbamate). As a reaction SMILES: [NH2:1][CH2:2][CH2:3][N:4]1[C:8](=[O:9])/[C:7](=[CH:10]/[C:11]2[CH:16]=[CH:15][C:14]([O:17][CH2:18][CH3:19])=[CH:13][CH:12]=2)/[S:6][C:5]1=[O:20].[C:21](Cl)([O:23][CH2:24][CH:25]1[C:37]2[C:32](=[CH:33][CH:34]=[CH:35][CH:36]=2)[C:31]2[C:26]1=[CH:27][CH:28]=[CH:29][CH:30]=2)=[O:22].CCN(C(C)C)C(C)C.C(OC1C=CC(/C=C2/C(=O)N(CCNC(=O)C)C(=O)S/2)=CC=1)C>>[CH2:18]([O:17][C:14]1[CH:15]=[CH:16][C:11](/[CH:10]=[C:7]2/[C:8](=[O:9])[N:4]([CH2:3][CH2:2][NH:1][C:21](=[O:22])[O:23][CH2:24][CH:25]3[C:37]4[CH:36]=[CH:35][CH:34]=[CH:33][C:32]=4[C:31]4[C:26]3=[CH:27][CH:28]=[CH:29][CH:30]=4)[C:5](=[O:20])[S:6]/2)=[CH:12][CH:13]=1)[CH3:19]. Reported procedure: The title compound 26e was prepared from compound 76 (101 mg, 0.25 mmol), Fmoc chloride (71 mg, 0.28 mmol) and DIPEA (131 μL, 0.75 mmol) in a manner similar to that described for 25a in 96.4% (124 mg) yield as a yellow solid. Reactants: O=C1CCC(=O)N1Br, O=C(OOC(=O)c1ccccc1)c1ccccc1, ClC(Cl)(Cl)Cl, COC(=O)c1ccc(C)cc1OC. The product is COC(=O)c1ccc(CBr)cc1OC. RXN SMILES: [Br:1][N:2]1[C:3](=[O:4])[CH2:5][CH2:6][C:7]1=[O:8].[C:22]([O:23][O:24][C:25](=[O:26])[c:27]1[cH:28][cH:29][cH:30][cH:31][cH:32]1)(=[O:33])[c:34]1[cH:35][cH:36][cH:37][cH:38][cH:39]1.[C:40]([Cl:41])([Cl:42])([Cl:43])[Cl:44].[CH3:9][O:10][c:11]1[c:12]([C:13](=[O:14])[O:15][CH3:16])[cH:17][cH:18][c:19]([CH3:21])[cH:20]1>>[Br:1][CH2:21][c:19]1[cH:18][cH:17][c:12]([C:13](=[O:14])[O:15][CH3:16])[c:11]([O:10][CH3:9])[cH:20]1.